This data is from the Open Reaction Database (ORD), a public repository of structured organic reaction records. The task is: describe an organic reaction: reactants, conditions, products, and yield Reactants: NC(=O)N1C(=O)C=CC1=O, CCCCCCCCCCCCCCCCO, [Cl-], [Cl-], C1COCCO1, O, [Zn+2]. RXN SMILES: [C:18]([NH2:19])(=[O:20])[N:21]1[C:22](=[O:27])[CH:23]=[CH:24][C:25]1=[O:26].[CH2:1]([CH2:2][CH2:3][CH2:4][CH2:5][CH2:6][CH2:7][CH2:8][CH2:9][CH2:10][CH2:11][CH2:12][CH2:13][CH2:14][CH2:15][CH3:16])[OH:17].[Cl-:35].[Cl-:37].[O:29]1[CH2:30][CH2:31][O:32][CH2:33][CH2:34]1.[OH2:28].[Zn+2:36]>>[CH2:1]([CH2:2][CH2:3][CH2:4][CH2:5][CH2:6][CH2:7][CH2:8][CH2:9][CH2:10][CH2:11][CH2:12][CH2:13][CH2:14][CH2:15][CH3:16])[O:17][C:25]([CH:24]=[CH:23][C:22]([NH:21][C:18]([NH2:19])=[O:20])=[O:27])=[O:26]. Product: CCCCCCCCCCCCCCCCOC(=O)C=CC(=O)NC(N)=O. The reactants are Cl (hydrochloric acid), ClC1=C(CNC(=O)C2=CN(C3=C(C(=C(C=C3C2=O)F)N2CCC(CC2)C(=O)OCC)OC)CC(F)(F)F)C=CC(=C1)OC(F)(F)F (Ethyl 1-[3-({[2-chloro-4-(trifluoromethoxy)benzyl]amino}carbonyl)-6-fluoro-8-methoxy-4-oxo-1-(2,2,2-trifluoroethyl)-1,4-dihydroquinolin-7-yl]piperidine-4-carboxylate), solution, [OH-].[Li+] (lithium hydroxide), CS(=O)C (DMSO). The solvent is O1CCOCC1 (dioxane). Product: ClC1=C(CNC(=O)C2=CN(C3=C(C(=C(C=C3C2=O)F)N2CCC(CC2)C(=O)O)OC)CC(F)(F)F)C=CC(=C1)OC(F)(F)F (1-[3-({[2-Chloro-4-(trifluoromethoxy)benzyl]amino}carbonyl)-6-fluoro-8-methoxy-4-oxo-1-(2,2,2-trifluoroethyl)-1,4-dihydroquinolin-7-yl]piperidine-4-carboxylic acid). RXN SMILES: [Cl:1][C:2]1[CH:41]=[C:40]([O:42][C:43]([F:46])([F:45])[F:44])[CH:39]=[CH:38][C:3]=1[CH2:4][NH:5][C:6]([C:8]1[C:17](=[O:18])[C:16]2[C:11](=[C:12]([O:31][CH3:32])[C:13]([N:20]3[CH2:25][CH2:24][CH:23]([C:26]([O:28]CC)=[O:27])[CH2:22][CH2:21]3)=[C:14]([F:19])[CH:15]=2)[N:10]([CH2:33][C:34]([F:37])([F:36])[F:35])[CH:9]=1)=[O:7].[OH-].[Li+].Cl.CS(C)=O>O1CCOCC1>[Cl:1][C:2]1[CH:41]=[C:40]([O:42][C:43]([F:46])([F:44])[F:45])[CH:39]=[CH:38][C:3]=1[CH2:4][NH:5][C:6]([C:8]1[C:17](=[O:18])[C:16]2[C:11](=[C:12]([O:31][CH3:32])[C:13]([N:20]3[CH2:21][CH2:22][CH:23]([C:26]([OH:28])=[O:27])[CH2:24][CH2:25]3)=[C:14]([F:19])[CH:15]=2)[N:10]([CH2:33][C:34]([F:37])([F:36])[F:35])[CH:9]=1)=[O:7] |f:1.2|. Procedure: 40 mg (0.059 mmol) of the compound of Example 3 are dissolved in 2 ml of dioxane, and 293 μl (5 eq.) of a 1M solution of lithium hydroxide are added, and the mixture is stirred at RT until the reaction is complete (2 days). The reaction mixture is acidified with 1N hydrochloric acid, a little DMSO is added, and the entire crude solution is separated by preparative HPLC (method 5). 25 mg (65% of theory) of the title compound are obtained.